This data is from the Open Reaction Database (ORD), a public repository of structured organic reaction records. The task is: describe an organic reaction: reactants, conditions, products, and yield Reactants: CCOC(=O)CC1CCc2cc(OCCCNc3nc(-c4ccc(CC)cc4)ccc3C(F)(F)F)ccc21, C1CCOC1, CO, [Li+], [OH-], O. Product: CCc1ccc(-c2ccc(C(F)(F)F)c(NCCCOc3ccc4c(c3)CCC4CC(=O)O)n2)cc1. As a reaction SMILES: [CH2:1]([CH3:2])[c:3]1[cH:4][cH:5][c:6](-[c:9]2[cH:10][cH:11][c:12]([C:35]([F:36])([F:37])[F:38])[c:13]([NH:15][CH2:16][CH2:17][CH2:18][O:19][c:20]3[cH:21][c:22]4[c:26]([cH:27][cH:28]3)[CH:25]([CH2:29][C:30](=[O:31])[O:32][CH2:33][CH3:34])[CH2:24][CH2:23]4)[n:14]2)[cH:7][cH:8]1.[CH2:42]1[O:43][CH2:44][CH2:45][CH2:46]1.[CH3:47][OH:48].[Li+:41].[OH-:40].[OH2:39]>>[CH2:1]([CH3:2])[c:3]1[cH:4][cH:5][c:6](-[c:9]2[cH:10][cH:11][c:12]([C:35]([F:36])([F:37])[F:38])[c:13]([NH:15][CH2:16][CH2:17][CH2:18][O:19][c:20]3[cH:21][c:22]4[c:26]([cH:27][cH:28]3)[CH:25]([CH2:29][C:30](=[O:31])[OH:32])[CH2:24][CH2:23]4)[n:14]2)[cH:7][cH:8]1. Starting materials: O=C1CCCC=2C=CN=CC12 (5,6,7,8-tetrahydro-8-oxo-isoquinoline), Cl.NO (hydroxylamine hydrochloride). Run in N1=CC=CC=C1 (pyridine). Conditions: time 15 hour. Yields the product ON=C1CCCC=2C=CN=CC12 (8-hydroxyimino-5,6,7,8-tetrahydroisoquinoline). Isolated yield 103.6%. Reaction SMILES: O=[C:2]1[C:11]2[CH:10]=[N:9][CH:8]=[CH:7][C:6]=2[CH2:5][CH2:4][CH2:3]1.Cl.[NH2:13][OH:14]>N1C=CC=CC=1>[OH:14][N:13]=[C:2]1[C:11]2[CH:10]=[N:9][CH:8]=[CH:7][C:6]=2[CH2:5][CH2:4][CH2:3]1 |f:1.2|. Reported procedure: To a solution of 5,6,7,8-tetrahydro-8-oxo-isoquinoline (850 mg) in pyridine (10 ml) was added hydroxylamine hydrochloride (803 mg), and the mixture was stirred at room temperature for 15 hours. The reaction mixture was concentrated in vacuo, and the residue was dissolved in ethyl acetate and washed with saturated aqueous sodium hydrogen-carbonate solution and brine. Evaporation of the dried (Na2SO4) organic layer gave 8-hydroxyimino-5,6,7,8-tetrahydroisoquinoline (970 mg). The reactants are [Br-], [Br-], [Br-], ClCCl, [Na+], [Na+], O=S([O-])([O-])=S, COC(=O)c1cc(-c2ccccc2)cs1, c1cc[nH+]cc1, c1cc[nH+]cc1, c1cc[nH+]cc1. Yields the product COC(=O)c1cc(-c2ccccc2)c(Br)s1. RXN SMILES: [Br-:16].[Br-:17].[Br-:18].[Cl:44][CH2:45][Cl:46].[Na+:37].[Na+:38].[O-:39][S:40]([O-:41])(=[S:42])=[O:43].[c:1]1(-[c:7]2[cH:8][c:9]([C:12](=[O:13])[O:14][CH3:15])[s:10][cH:11]2)[cH:2][cH:3][cH:4][cH:5][cH:6]1.[nH+:19]1[cH:20][cH:21][cH:22][cH:23][cH:24]1.[nH+:25]1[cH:26][cH:27][cH:28][cH:29][cH:30]1.[nH+:31]1[cH:32][cH:33][cH:34][cH:35][cH:36]1>>[c:1]1(-[c:7]2[cH:8][c:9]([C:12](=[O:13])[O:14][CH3:15])[s:10][c:11]2[Br:16])[cH:2][cH:3][cH:4][cH:5][cH:6]1. Starting materials: [BH4-], C1CCOC1, COC(=O)c1ccc(C(=O)O)cc1-c1ccccc1, CN1CCOCC1, [Na+], [Na+], O=C([O-])O. Yields the product COC(=O)c1ccc(CO)cc1-c1ccccc1. As a reaction SMILES: [BH4-:27].[CH2:34]1[O:35][CH2:36][CH2:37][CH2:38]1.[CH3:1][O:2][C:3]([c:4]1[c:5](-[c:13]2[cH:14][cH:15][cH:16][cH:17][cH:18]2)[cH:6][c:7]([C:8](=[O:9])[OH:10])[cH:11][cH:12]1)=[O:19].[CH3:20][N:21]1[CH2:22][CH2:23][O:24][CH2:25][CH2:26]1.[Na+:28].[Na+:33].[O-:29][C:30]([OH:31])=[O:32]>>[CH3:1][O:2][C:3]([c:4]1[c:5](-[c:13]2[cH:14][cH:15][cH:16][cH:17][cH:18]2)[cH:6][c:7]([CH2:8][OH:9])[cH:11][cH:12]1)=[O:19]. Starting materials: Cl, CCc1nnn(C2CC(n3cnc4c(NCC(c5ccccc5)c5ccccc5)nc(N5CCC(N)C5)nc43)C(O)C2O)n1, CCc1nnn(C2CC(n3cnc4c(NCC(c5ccccc5)c5ccccc5)nc(N5CCC(NC(=O)Nc6ccc(OC)nc6)C5)nc43)C(O)C2O)n1, Nc1cccc(-c2nnn[nH]2)c1. Product: Cl, CCc1nnn(C2CC(n3cnc4c(NCC(c5ccccc5)c5ccccc5)nc(N5CCC(NC(=O)Nc6cccc(-c7nnn[nH]7)c6)C5)nc43)C(O)C2O)n1. RXN SMILES: [ClH:45].[NH2:1][CH:2]1[CH2:3][CH2:4][N:5]([c:6]2[n:7][c:8]3[c:9]([n:10][cH:11][n:12]3[CH:13]3[CH2:14][CH:15]([n:16]4[n:17][n:18][c:19]([CH2:20][CH3:21])[n:22]4)[CH:23]([OH:24])[CH:25]3[OH:26])[c:27]([NH:28][CH2:29][CH:30]([c:31]3[cH:32][cH:33][cH:34][cH:35][cH:36]3)[c:37]3[cH:38][cH:39][cH:40][cH:41][cH:42]3)[n:43]2)[CH2:44]1.[c:46]1([CH:52]([CH2:53][NH:54][c:55]2[c:56]3[n:57][cH:58][n:59]([CH:81]4[CH:82]([OH:94])[CH:83]([OH:93])[CH:84]([n:86]5[n:87][c:88]([CH2:91][CH3:92])[n:89][n:90]5)[CH2:85]4)[c:60]3[n:61][c:62]([N:64]3[CH2:65][CH:66]([NH:69][C:70](=[O:71])[NH:72][c:73]4[cH:74][n:75][c:76]([O:77][CH3:78])[cH:79][cH:80]4)[CH2:67][CH2:68]3)[n:63]2)[c:95]2[cH:96][cH:97][cH:98][cH:99][cH:100]2)[cH:47][cH:48][cH:49][cH:50][cH:51]1.[nH:101]1[n:102][n:103][n:104][c:105]1-[c:106]1[cH:107][c:108]([NH2:112])[cH:109][cH:110][cH:111]1>>[ClH:45].[c:46]1([CH:52]([CH2:53][NH:54][c:55]2[c:56]3[n:57][cH:58][n:59]([CH:81]4[CH:82]([OH:94])[CH:83]([OH:93])[CH:84]([n:86]5[n:87][c:88]([CH2:91][CH3:92])[n:89][n:90]5)[CH2:85]4)[c:60]3[n:61][c:62]([N:64]3[CH2:65][CH:66]([NH:69][C:70](=[O:71])[NH:112][c:108]4[cH:107][c:106](-[c:105]5[nH:101][n:102][n:103][n:104]5)[cH:111][cH:110][cH:109]4)[CH2:67][CH2:68]3)[n:63]2)[c:95]2[cH:96][cH:97][cH:98][cH:99][cH:100]2)[cH:47][cH:48][cH:49][cH:50][cH:51]1. Starting materials: CNC (dimethylamine), C1(CC1)N1C(COC2(C1)CCN(CC2)C(C(=O)O)C2=CC=C(C=C2)C2=CC=C1C=CC=NC1=C2)=O (2-(4-cyclopropyl-3-oxo-1-oxa-4,9-diazaspiro[5.5]undecan-9-yl)-2-(4-(quinolin-7-yl)phenyl)acetic acid), C(C)(C)N(CC)C(C)C (diisopropylethylamine), [Cl-].ClC=1N(CC[N+]1C)C (2-chloro-1,3-dimethyl-4,5-dihydro-1H-imidazol-3-ium chloride), CNC (dimethylamine), solution, [Cl-].ClC=1N(CC[N+]1C)C (2-chloro-1,3-dimethyl-4,5-dihydro-1H-imidazol-3-ium chloride). Solvent: CN(C=O)C (N,N-dimethylformamide), C1CCOC1 (THF). Reaction conditions: time 30 minute. The product is C1(CC1)N1C(COC2(C1)CCN(CC2)C(C(=O)N(C)C)C2=CC=C(C=C2)C2=CC=C1C=CC=NC1=C2)=O (2-(4-cyclopropyl-3-oxo-1-oxa-4,9-diazaspiro[5.5]undecan-9-yl)-N,N-dimethyl-2-(4-(quinolin-7-yl)phenyl)acetamide). Yield: 26.0%. Reaction SMILES: [CH:1]1([N:4]2[CH2:9][C:8]3([CH2:14][CH2:13][N:12]([CH:15]([C:19]4[CH:24]=[CH:23][C:22]([C:25]5[CH:34]=[C:33]6[C:28]([CH:29]=[CH:30][CH:31]=[N:32]6)=[CH:27][CH:26]=5)=[CH:21][CH:20]=4)[C:16]([OH:18])=O)[CH2:11][CH2:10]3)[O:7][CH2:6][C:5]2=[O:35])[CH2:3][CH2:2]1.[CH:36]([N:39](C(C)C)[CH2:40]C)(C)C.[Cl-].ClC1N(C)CC[N+]=1C.CNC>CN(C)C=O.C1COCC1>[CH:1]1([N:4]2[CH2:9][C:8]3([CH2:10][CH2:11][N:12]([CH:15]([C:19]4[CH:24]=[CH:23][C:22]([C:25]5[CH:34]=[C:33]6[C:28]([CH:29]=[CH:30][CH:31]=[N:32]6)=[CH:27][CH:26]=5)=[CH:21][CH:20]=4)[C:16]([N:39]([CH3:40])[CH3:36])=[O:18])[CH2:13][CH2:14]3)[O:7][CH2:6][C:5]2=[O:35])[CH2:2][CH2:3]1 |f:2.3|. Procedure: A solution of 2-(4-cyclopropyl-3-oxo-1-oxa-4,9-diazaspiro[5.5]undecan-9-yl)-2-(4-(quinolin-7-yl)phenyl)acetic acid (0.191 mmol) in N,N-dimethylformamide (1 mL) was treated with diisopropylethylamine (0.573 mmol) and 2-chloro-1,3-dimethyl-4,5-dihydro-1H-imidazol-3-ium chloride (25% in dichloromethane, 0.108 mL) at room temperature. The reaction was stirred for 10 min at which point dimethylamine (2M in THF, 0.286 mmol) was added in one portion. The reaction was allowed to stir overnight, at which... Reactants: FC1=CC=C(CN2C=C(C=3C2=CN=C(C3)C(=O)OC)COCCOC)C=C1 (methyl 1-(4-fluorobenzyl)-3-[(2-methoxyethoxy)methyl]-1H-pyrrolo[2,3-c]pyridine-5-carboxylate), O.[OH-].[Li+] (lithium hydroxide monohydrate), O (water). The solvent is C1CCOC1 (THF). Reaction conditions: temperature 40 celsius. Yields the product FC1=CC=C(CN2C=C(C=3C2=CN=C(C3)C(=O)O)COCCOC)C=C1 (1-(4-Fluorobenzyl)-3-[(2-methoxyethoxy)methyl]-1H-pyrrolo[2,3-c]pyridine-5-carboxylic acid). As a reaction SMILES: [F:1][C:2]1[CH:27]=[CH:26][C:5]([CH2:6][N:7]2[C:11]3=[CH:12][N:13]=[C:14]([C:16]([O:18]C)=[O:17])[CH:15]=[C:10]3[C:9]([CH2:20][O:21][CH2:22][CH2:23][O:24][CH3:25])=[CH:8]2)=[CH:4][CH:3]=1.O.[OH-].[Li+].O>C1COCC1>[F:1][C:2]1[CH:3]=[CH:4][C:5]([CH2:6][N:7]2[C:11]3=[CH:12][N:13]=[C:14]([C:16]([OH:18])=[O:17])[CH:15]=[C:10]3[C:9]([CH2:20][O:21][CH2:22][CH2:23][O:24][CH3:25])=[CH:8]2)=[CH:26][CH:27]=1 |f:1.2.3|. Procedure: To a solution of methyl 1-(4-fluorobenzyl)-3-[(2-methoxyethoxy)methyl]-1H-pyrrolo[2,3-c]pyridine-5-carboxylate (542 mg 1.4645 mmol) in THF (10 mL) was added lithium hydroxide monohydrate (123 mg 2.929 mmol, 2 eq.) and water (5 mL) and the clear solution was warmed to 40° C. for 3 hours. THF was removed under vacuum and 1 M HCl added (2.93 mL 2.93 mmol, 2 eq.) the crude product was extracted into EtOAc (3×30 mL) then DCM:MeOH 100:5 (3×30 mL). The organics were dried (Na2SO4) volatiles were remove... Starting materials: CI (methyl iodide), ClC1=C(C=C2CC(C(C2=C1Cl)=O)C1CCCC1)OC (6,7-Dichloro-2-cyclopentyl-2,3-dihydro-5-methoxy-1H-inden-1-one), [H-].[Na+] (Sodium hydride), [H][H] (hydrogen), ClC1(CC=2CC(C(C2C=C1Cl)=O)(C)C1CCCC1)OC (5,6-dichloro-2-cyclopentyl-2,3-dihydro-5-methoxy-2-methyl-1H-inden-1-one). The solvent is COCCOC (1,2-dimethoxyethane). The product is ClC1=C(C=C2CC(C(C2=C1Cl)=O)(C)C1CCCC1)OC (6,7-Dichloro-2-cyclopentyl-2,3-dihydro-5-methoxy-2-methyl-1H-inden-1-one). As a reaction SMILES: [Cl:1][C:2]1[C:10]([Cl:11])=[C:9]2[C:5]([CH2:6][CH:7]([CH:13]3[CH2:17][CH2:16][CH2:15][CH2:14]3)[C:8]2=[O:12])=[CH:4][C:3]=1[O:18][CH3:19].[H-].[Na+].[H][H].CI.Cl[C:27]1(OC)C(Cl)=CC2C(=O)C(C3CCCC3)(C)CC=2C1>COCCOC>[Cl:1][C:2]1[C:10]([Cl:11])=[C:9]2[C:5]([CH2:6][C:7]([CH:13]3[CH2:17][CH2:16][CH2:15][CH2:14]3)([CH3:27])[C:8]2=[O:12])=[CH:4][C:3]=1[O:18][CH3:19] |f:1.2|. Reported procedure: 6,7-Dichloro-2-cyclopentyl-2,3-dihydro-5-methoxy-1H-inden-1-one (7.5 g., 0.025 mole) is dissolved in dry 1,2-dimethoxyethane (200 ml.) under nitrogen. Sodium hydride (57% in mineral oil; 1.16 g., 0.0275 mole) is then added and the mixture is stirred at 80° until evolution of hydrogen ceases (2 hours). The solution is cooled and methyl iodide (7.5 ml.) is added, the mixture is again brought to reflux and then cooled. Most of the 1,2-dimethoxyethane is evaporated and water is added to the residue ... The reactants are ClC1=CC=C2C(=C1)NC(C21C(NC(CC1C1=CC(=CC(=C1)C(=O)F)Cl)=O)C(CC)=C)=O (racemic (2′R,3R,4′S)-6-chloro-4′-(3-chloro-5-fluorocarbonyl-phenyl)-2′-(1-methylene-propyl)spiro[3H-indole-3,3′-piperidine]-2,6′(1H)-dione), CS(=O)(=O)N1CCNCC1 (N-methylsulfonylpiperazine), CN1CCOCC1 (N-methylmorpholine). Reagents/catalysts: CN(C1=CC=NC=C1)C (4-dimethylaminopyridine). Solvent: O1CCCC1 (tetrahydrofuran). The product is ClC1=CC=C2C(=C1)NC(C21C(NC(CC1C1=CC(=CC(=C1)C(=O)N1CCN(CC1)S(=O)(=O)C)Cl)=O)C(CC)=C)=O (racemic (2′R,3R,4′S)-6-chloro-4′-[3-chloro-5-(4-methanesulfonyl-piperazine-1-carbonyl)-phenyl]-2′-(1-methylene-propyl)spiro[3H-indole-3,3′-piperidine]-2,6′(1H)-dione). Yield: 0.9%. RXN SMILES: [Cl:1][C:2]1[CH:7]=[C:6]2[NH:8][C:9](=[O:31])[C:10]3([CH:15]([C:16]4[CH:21]=[C:20]([C:22](F)=[O:23])[CH:19]=[C:18]([Cl:25])[CH:17]=4)[CH2:14][C:13](=[O:26])[NH:12][CH:11]3[C:27](=[CH2:30])[CH2:28][CH3:29])[C:5]2=[CH:4][CH:3]=1.[CH3:32][S:33]([N:36]1[CH2:41][CH2:40][NH:39][CH2:38][CH2:37]1)(=[O:35])=[O:34].CN1CCOCC1>CN(C)C1C=CN=CC=1.O1CCCC1>[Cl:1][C:2]1[CH:7]=[C:6]2[NH:8][C:9](=[O:31])[C:10]3([CH:15]([C:16]4[CH:21]=[C:20]([C:22]([N:39]5[CH2:40][CH2:41][N:36]([S:33]([CH3:32])(=[O:35])=[O:34])[CH2:37][CH2:38]5)=[O:23])[CH:19]=[C:18]([Cl:25])[CH:17]=4)[CH2:14][C:13](=[O:26])[NH:12][CH:11]3[C:27](=[CH2:30])[CH2:28][CH3:29])[C:5]2=[CH:4][CH:3]=1. Reported procedure: In a manner similar to the method described in example 34b, racemic (2′R,3R,4′S)-6-chloro-4′-(3-chloro-5-fluorocarbonyl-phenyl)-2′-(1-methylene-propyl)spiro[3H-indole-3,3′-piperidine]-2,6′(1H)-dione (0.16 g, 36 mmol) prepared in example 94a was reacted with N-methylsulfonylpiperazine (59 mg, 36 mmol), N-methylmorpholine (0.1 g, 0.99 mmol) and 4-dimethylaminopyridine (1 mg, 0.008 mmol) in tetrahydrofuran to give racemic (2′R,3R,4′S)-6-chloro-4′-[3-chloro-5-(4-methanesulfonyl-piperazine-1-carbonyl...